This data is from the Open Reaction Database (ORD), a public repository of structured organic reaction records. The task is: describe an organic reaction: reactants, conditions, products, and yield Reactants: Intermediate 20, BrC=1C=C(C=CC1C)S(=O)(=O)NCC(C)(C)C (3-bromo-N-(2,2-dimethyl-propyl)-4-methyl-benzenesulfonamide), BrC=1C=C(C=CC1C)S(=O)(=O)NCC(C)(C)C (3-bromo-N-(2,2-dimethyl-propyl)-4-methyl-benzenesulfonamide), C(C)(C)(C)OC(COC1=C(C=C(C=C1)Cl)C#C)=O (tert-butyl(4-chloro-2-ethynylphenoxy)acetate), C(C)(C)(C)OC(COC1=C(C=C(C=C1)Cl)C#C)=O (tert-butyl(4-chloro-2-ethynylphenoxy)acetate). The product is C(C)(C)(C)OC(COC1=C(C=C(C=C1)Cl)C#CC1=C(C=CC(=C1)S(=O)(=O)NCC(C)(C)C)C)=O (tert-butyl{4-chloro-2-[(5-{[(2,2-dimethylpropyl)amino]sulfonyl}-2-methylphenyl)ethynyl]phenoxy}acetate). RXN SMILES: [C:1]([O:5][C:6](=[O:18])[CH2:7][O:8][C:9]1[CH:14]=[CH:13][C:12]([Cl:15])=[CH:11][C:10]=1[C:16]#[CH:17])([CH3:4])([CH3:3])[CH3:2].Br[C:20]1[CH:21]=[C:22]([S:27]([NH:30][CH2:31][C:32]([CH3:35])([CH3:34])[CH3:33])(=[O:29])=[O:28])[CH:23]=[CH:24][C:25]=1[CH3:26]>>[C:1]([O:5][C:6](=[O:18])[CH2:7][O:8][C:9]1[CH:14]=[CH:13][C:12]([Cl:15])=[CH:11][C:10]=1[C:16]#[C:17][C:20]1[CH:21]=[C:22]([S:27]([NH:30][CH2:31][C:32]([CH3:34])([CH3:33])[CH3:35])(=[O:28])=[O:29])[CH:23]=[CH:24][C:25]=1[CH3:26])([CH3:4])([CH3:3])[CH3:2]. Procedure: Following the general method as outlined in Intermediate 20, starting from (4-chloro-2-ethynyl-phenoxy)-acetic acid tert-butyl ester (Intermediate 3) and 3-bromo-N-(2,2-dimethyl-propyl)-4-methyl-benzenesulfonamide (Intermediate 145), the title compound was obtained after purification by flash column chromatography (silica), eluting with cyclohexane containing increasing amounts of EtOAc. The reactants are BrC=1C=CC(=C(C1)C(C(F)F)=O)F (1-(5-bromo-2-fluoro-phenyl)-2,2-difluoro-ethanone), C(C)(C)(C)[S@](=O)N ((S)-(−)-tert-butanesulfinamide). The reagents and catalysts are [O-]CC.[Ti+4].[O-]CC.[O-]CC.[O-]CC (titanium ethoxide). Solvent: C1(=CC=CC=C1)C (toluene). Conditions: time 5 minute. The product is BrC=1C=CC(=C(C1)/C(/C(F)F)=N/S(=O)C(C)(C)C)F (2-Methyl-propane-2-sulfinic acid [1-(5-bromo-2-fluoro-phenyl)-2,2-difluoro-eth-(Z)-ylidene]-amide). As a reaction SMILES: [Br:1][C:2]1[CH:3]=[CH:4][C:5]([F:13])=[C:6]([C:8](=O)[CH:9]([F:11])[F:10])[CH:7]=1.[C:14]([S@@:18]([NH2:20])=[O:19])([CH3:17])([CH3:16])[CH3:15]>[O-]CC.[Ti+4].[O-]CC.[O-]CC.[O-]CC.C1(C)C=CC=CC=1>[Br:1][C:2]1[CH:3]=[CH:4][C:5]([F:13])=[C:6](/[C:8](=[N:20]/[S:18]([C:14]([CH3:17])([CH3:16])[CH3:15])=[O:19])/[CH:9]([F:11])[F:10])[CH:7]=1 |f:2.3.4.5.6|. Procedure: To the mixture of 1-(5-bromo-2-fluoro-phenyl)-2,2-difluoro-ethanone (6.0 kg, 23.7 mol) and (S)-(−)-tert-butanesulfinamide (3.3 kg, 27.2 mol) were added toluene (73 L) with stirring at ambient temperature. After 5 min, titanium ethoxide (6.5 kg, 28.5 mol) was added and the mixture was heated to 50˜55° C. The mixture was stirred at 50˜55° C. for 3 h and allowed to cool to ambient temperature before concentration in vacuo. The resulting crude product was used directly in next chemical transformatio... The reactants are CC(OCC)=O (EA), CCOC(=O)C (EtOAc), BrC1=C(C=C(C=C1)S(=O)(=O)C)[N+](=O)[O-] (bromo-4-methylsulfonyl-2-nitrobenzene), C(#C)C1CC1 (ethynylcyclopropane), C(=O)([O-])[O-].[K+].[K+] (K2CO3), Pd(ACN)2Cl2. The product is C1(CC1)C#CC1=C(N)C=C(C=C1)S(=O)(=O)C (2-(2-cyclopropylethynyl)-5-methylsulfonylaniline). Reagents/catalysts: CC(C)C1=CC(=C(C(=C1)C(C)C)C2=C(C=CC=C2)P(C3CCCCC3)C4CCCCC4)C(C)C (X-phos). Run in CC#N (CH3CN). Reaction SMILES: Br[C:2]1[CH:7]=[CH:6][C:5]([S:8]([CH3:11])(=[O:10])=[O:9])=[CH:4][C:3]=1[N+:12]([O-])=O.[C:15]([CH:17]1[CH2:19][CH2:18]1)#[CH:16].C([O-])([O-])=O.[K+].[K+].CC(=O)OCC>CC#N.CC(C1C=C(C(C)C)C(C2C=CC=CC=2P(C2CCCCC2)C2CCCCC2)=C(C(C)C)C=1)C>[CH:17]1([C:15]#[C:16][C:2]2[CH:7]=[CH:6][C:5]([S:8]([CH3:11])(=[O:10])=[O:9])=[CH:4][C:3]=2[NH2:12])[CH2:19][CH2:18]1 |f:2.3.4|. Isolated yield 95.1%. Procedure: bromo-4-methylsulfonyl-2-nitrobenzene (1.5 g, 5.36 mmol), ethynylcyclopropane (0.7 g, 10.72 mmol), K2CO3 (1.5 g, 10.72 mmol) in CH3CN (30 ml), Pd(ACN)2Cl2 (55.5 mg, 0.21 mmol) and X-phos (128 mg, 0.27 mmol) under N2 were heated at 45° C. for 3 h. EA extractive work up and preparative TLC (PE: EtOAc=5:1) gave the title compound (1.2 g).